From a dataset of the Open Reaction Database (ORD), a public repository of structured organic reaction records. describe an organic reaction: reactants, conditions, products, and yield Reactants: O=C([O-])O, COc1ccccc1-c1cn(S(=O)(=O)c2ccc(C)cc2)c2ncc(B3OC(C)(C)C(C)(C)O3)cc12, CC#N, Nc1c(Cl)cc(I)cc1C(=O)O, [Na+]. The product is COc1ccccc1-c1cn(S(=O)(=O)c2ccc(C)cc2)c2ncc(-c3cc(Cl)c(N)c(C(=O)O)c3)cc12. RXN SMILES: [C:49](=[O:50])([OH:51])[O-:52].[CH3:1][O:2][c:3]1[c:4](-[c:9]2[cH:10][n:11]([S:27](=[O:28])(=[O:29])[c:30]3[cH:31][cH:32][c:33]([CH3:36])[cH:34][cH:35]3)[c:12]3[n:13][cH:14][c:15]([B:18]4[O:19][C:20]([CH3:21])([CH3:22])[C:23]([CH3:24])([CH3:25])[O:26]4)[cH:16][c:17]23)[cH:5][cH:6][cH:7][cH:8]1.[CH3:54][C:55]#[N:56].[NH2:37][c:38]1[c:39]([C:40](=[O:41])[OH:42])[cH:43][c:44]([I:48])[cH:45][c:46]1[Cl:47].[Na+:53]>>[CH3:1][O:2][c:3]1[c:4](-[c:9]2[cH:10][n:11]([S:27](=[O:28])(=[O:29])[c:30]3[cH:31][cH:32][c:33]([CH3:36])[cH:34][cH:35]3)[c:12]3[n:13][cH:14][c:15](-[c:44]4[cH:43][c:39]([C:40](=[O:41])[OH:42])[c:38]([NH2:37])[c:46]([Cl:47])[cH:45]4)[cH:16][c:17]23)[cH:5][cH:6][cH:7][cH:8]1. Reactants: CC(=O)OCC1OC(Oc2n[nH]c(C(C)C)c2Cc2ccc(C=CCC(=O)O)cc2)C(OC(C)=O)C(OC(C)=O)C1OC(C)=O, CCN=C=NCCCN(C)C, CN(C)C=O, Cl, CC(N)C(=O)OCc1ccccc1, O, On1nnc2ccccc21. The product is CC(=O)OCC1OC(Oc2n[nH]c(C(C)C)c2Cc2ccc(C=CCC(=O)NC(C)C(=O)OCc3ccccc3)cc2)C(OC(C)=O)C(OC(C)=O)C1OC(C)=O. Reaction SMILES: [C:1]([CH3:2])(=[O:3])[O:4][CH:5]1[CH:6]([O:24][c:25]2[n:26][nH:27][c:28]([CH:43]([CH3:44])[CH3:45])[c:29]2[CH2:30][c:31]2[cH:32][cH:33][c:34]([CH:37]=[CH:38][CH2:39][C:40](=[O:41])[OH:42])[cH:35][cH:36]2)[O:7][CH:8]([CH2:19][O:20][C:21]([CH3:22])=[O:23])[CH:9]([O:15][C:16]([CH3:17])=[O:18])[CH:10]1[O:11][C:12]([CH3:13])=[O:14].[CH2:57]([N:58]=[C:59]=[N:60][CH2:61][CH2:62][CH2:63][N:64]([CH3:65])[CH3:66])[CH3:67].[CH3:81][N:82]([CH3:83])[CH:84]=[O:85].[ClH:56].[NH2:68][CH:69]([C:70](=[O:71])[O:72][CH2:73][c:74]1[cH:75][cH:76][cH:77][cH:78][cH:79]1)[CH3:80].[OH2:86].[OH:46][n:47]1[c:48]2[cH:49][cH:50][cH:51][cH:52][c:53]2[n:54][n:55]1>>[C:1]([CH3:2])(=[O:3])[O:4][CH:5]1[CH:6]([O:24][c:25]2[n:26][nH:27][c:28]([CH:43]([CH3:44])[CH3:45])[c:29]2[CH2:30][c:31]2[cH:32][cH:33][c:34]([CH:37]=[CH:38][CH2:39][C:40](=[O:41])[NH:68][CH:69]([C:70](=[O:71])[O:72][CH2:73][c:74]3[cH:75][cH:76][cH:77][cH:78][cH:79]3)[CH3:80])[cH:35][cH:36]2)[O:7][CH:8]([CH2:19][O:20][C:21]([CH3:22])=[O:23])[CH:9]([O:15][C:16]([CH3:17])=[O:18])[CH:10]1[O:11][C:12]([CH3:13])=[O:14]. Starting materials: C(C)(=O)Cl (Acetyl chloride), C[Si](C)(C)C=[N+]=[N-] (trimethylsilyldiazomethane), C(C)(C)C1=CC(=C(C(=O)O)C=C1)OCOC (4-isopropyl-2-methoxymethoxybenzoic acid), Cl (HCl). Run in CO (MeOH), CCCCCC (hexane), C(Cl)Cl (methylene chloride), CO (MeOH). Conditions: time 2 hour. Product: C(C)(C)C1=CC(=C(C(=O)OC)C=C1)O (Methyl 4-isopropyl-2-hydroxybenzoate). Reaction SMILES: [CH:1]([C:4]1[CH:12]=[CH:11][C:7]([C:8]([OH:10])=[O:9])=[C:6]([O:13]COC)[CH:5]=1)([CH3:3])[CH3:2].[C:17](Cl)(=O)C.Cl.C[Si](C=[N+]=[N-])(C)C>C(Cl)Cl.CO.CCCCCC>[CH:1]([C:4]1[CH:12]=[CH:11][C:7]([C:8]([O:10][CH3:17])=[O:9])=[C:6]([OH:13])[CH:5]=1)([CH3:3])[CH3:2]. Procedure details: The 4-isopropyl-2-methoxymethoxybenzoic acid (5.3 g, 23.6 mmol) was dissolved in methylene chloride (75 mL) and MeOH (75 mL). Acetyl chloride (1 mL) was added to generate HCl. The reaction mixture was stirred for 2 h. The reaction was washed with water (2×150 mL), dried (MgSO4), and concentrated under vacuum. The crude product was dissolved in methylene chloride (100 mL) and MeOH (30 mL), and to this solution a 2 M hexane solution of trimethylsilyldiazomethane (11.8 mL, 23.6 mmol) was added drop... Starting materials: O=[N+]([O-])c1cccc(O)c1Br, O=C([O-])[O-], CCOC(C)=O, [Cs+], [Cs+], CC(C)I, CN(C)C=O. The product is CC(C)Oc1cccc([N+](=O)[O-])c1Br. RXN SMILES: [Br:7][c:8]1[c:9]([OH:17])[cH:10][cH:11][cH:12][c:13]1[N+:14](=[O:15])[O-:16].[C:1](=[O:2])([O-:3])[O-:4].[CH3:22][CH2:23][O:24][C:25]([CH3:26])=[O:27].[Cs+:5].[Cs+:6].[I:18][CH:19]([CH3:20])[CH3:21].[O:28]=[CH:29][N:30]([CH3:31])[CH3:32]>>[Br:7][c:8]1[c:9]([O:17][CH:19]([CH3:20])[CH3:21])[cH:10][cH:11][cH:12][c:13]1[N+:14](=[O:15])[O-:16]. Reactants: CC1Cc2sccc2C(O)(C2CCN(C)CC2)c2ccccc21, CC(C)O, Cl. The product is CC1Cc2sccc2C(=C2CCN(C)CC2)c2ccccc21. As a reaction SMILES: [CH3:1][CH:2]1[c:3]2[c:4]([cH:20][cH:21][cH:22][cH:23]2)[C:5]([OH:12])([CH:13]2[CH2:14][CH2:15][N:16]([CH3:19])[CH2:17][CH2:18]2)[c:6]2[c:7]([s:8][cH:9][cH:10]2)[CH2:11]1.[CH:24]([OH:25])([CH3:26])[CH3:27].[ClH:28]>>[CH3:1][CH:2]1[c:3]2[c:4]([cH:20][cH:21][cH:22][cH:23]2)[C:5](=[C:13]2[CH2:14][CH2:15][N:16]([CH3:19])[CH2:17][CH2:18]2)[c:6]2[c:7]([s:8][cH:9][cH:10]2)[CH2:11]1. Reactants: ClCCl, O=C(Cl)C(=O)Cl, [NH4+], [OH-], O, CC1(C)CC(=C(c2ccccc2)c2ccc(OCC(=O)O)cc2)CC(C)(C)C1. Product: CC1(C)CC(=C(c2ccccc2)c2ccc(OCC(N)=O)cc2)CC(C)(C)C1. Reaction SMILES: [Cl:29][CH2:30][Cl:31].[Cl:32][C:33]([C:34]([Cl:35])=[O:36])=[O:37].[NH4+:39].[OH-:38].[OH2:40].[c:1]1([C:7]([c:8]2[cH:9][cH:10][c:11]([O:14][CH2:15][C:16](=[O:17])[OH:18])[cH:12][cH:13]2)=[C:19]2[CH2:20][C:21]([CH3:27])([CH3:28])[CH2:22][C:23]([CH3:25])([CH3:26])[CH2:24]2)[cH:2][cH:3][cH:4][cH:5][cH:6]1>>[c:1]1([C:7]([c:8]2[cH:9][cH:10][c:11]([O:14][CH2:15][C:16](=[O:17])[NH2:39])[cH:12][cH:13]2)=[C:19]2[CH2:20][C:21]([CH3:27])([CH3:28])[CH2:22][C:23]([CH3:25])([CH3:26])[CH2:24]2)[cH:2][cH:3][cH:4][cH:5][cH:6]1.